This data is from the Open Reaction Database (ORD), a public repository of structured organic reaction records. The task is: describe an organic reaction: reactants, conditions, products, and yield Starting materials: CO, Cc1cc2nc[nH]c2c(C)c1[N+](=O)[O-], [H][H]. Yields the product Cc1cc2nc[nH]c2c(C)c1N. Reaction SMILES: [CH3:17][OH:18].[CH3:1][c:2]1[c:3]([N+:12]([O-:13])=[O:14])[c:4]([CH3:11])[cH:5][c:6]2[n:7][cH:8][nH:9][c:10]12.[H:15][H:16]>>[CH3:1][c:2]1[c:3]([NH2:12])[c:4]([CH3:11])[cH:5][c:6]2[n:7][cH:8][nH:9][c:10]12. Reactants: [Al+3], C1CCOC1, [H-], [H-], [H-], [H-], [Li+], O=C(c1ccc(OCCN2CCCCC2)cc1)c1c(Cc2ccccc2O)ccc2cc(O)ccc12. Reaction SMILES: [Al+3:2].[CH2:43]1[O:44][CH2:45][CH2:46][CH2:47]1.[H-:1].[H-:4].[H-:5].[H-:6].[Li+:3].[OH:7][c:8]1[cH:9][c:10]2[cH:11][cH:12][c:13]([CH2:35][c:36]3[c:37]([OH:42])[cH:38][cH:39][cH:40][cH:41]3)[c:14]([C:18](=[O:19])[c:20]3[cH:21][cH:22][c:23]([O:26][CH2:27][CH2:28][N:29]4[CH2:30][CH2:31][CH2:32][CH2:33][CH2:34]4)[cH:24][cH:25]3)[c:15]2[cH:16][cH:17]1>>[OH:7][c:8]1[cH:9][c:10]2[cH:11][cH:12][c:13]([CH2:35][c:36]3[c:37]([OH:42])[cH:38][cH:39][cH:40][cH:41]3)[c:14]([CH:18]([OH:19])[c:20]3[cH:21][cH:22][c:23]([O:26][CH2:27][CH2:28][N:29]4[CH2:30][CH2:31][CH2:32][CH2:33][CH2:34]4)[cH:24][cH:25]3)[c:15]2[cH:16][cH:17]1. The product is Oc1ccc2c(C(O)c3ccc(OCCN4CCCCC4)cc3)c(Cc3ccccc3O)ccc2c1. The reactants are BrC1=CN=C2C=CC(N(C2=C1)CCN1CCC(CC1)N(C(OC(C)(C)C)=O)CC1=CC2=C(C=N1)OCCO2)=O (tert-butyl (1-(2-(7-bromo-2-oxo-1,5-naphthyridin-1(2H)-yl)ethyl)piperidin-4-yl)(2,3-dihydro(1,4)dioxino(2,3-c)pyridin-7-ylmethyl)carbamate), C(N)(OC(C)(C)C)=O (tert-butyl carbamate), C([O-])([O-])=O.[Cs+].[Cs+] (cesium carbonate), tris(benzylideneacetone)dipalladium. The reagents and catalysts are C1(=CC=CC=C1)P(C1=CC=CC=2C(C3=CC=CC(=C3OC12)P(C1=CC=CC=C1)C1=CC=CC=C1)(C)C)C1=CC=CC=C1 (4,5-bis(diphenylphosphino)-9,9-dimethylxanthene). The solvent is O1CCOCC1 (1,4-dioxane). Reaction conditions: temperature 90 celsius, time 38 hour. The product is C(C)(C)(C)OC(=O)NC1=CN=C2C=CC(N(C2=C1)CCN1CCC(CC1)N(C(OC(C)(C)C)=O)CC1=CC2=C(C=N1)OCCO2)=O (tert-butyl (1-(2-(7-((tert-butoxycarbonyl)amino)-2-oxo-1,5-naphthyridin-1(2H)-yl)ethyl)piperidin-4-yl)(2,3-dihydro(1,4)dioxino(2,3-c)pyridin-7-ylmethyl)carbamate). Isolated yield 75.4%. As a reaction SMILES: Br[C:2]1[CH:11]=[C:10]2[C:5]([CH:6]=[CH:7][C:8](=[O:39])[N:9]2[CH2:12][CH2:13][N:14]2[CH2:19][CH2:18][CH:17]([N:20]([CH2:28][C:29]3[N:34]=[CH:33][C:32]4[O:35][CH2:36][CH2:37][O:38][C:31]=4[CH:30]=3)[C:21](=[O:27])[O:22][C:23]([CH3:26])([CH3:25])[CH3:24])[CH2:16][CH2:15]2)=[N:4][CH:3]=1.[C:40](=[O:47])([O:42][C:43]([CH3:46])([CH3:45])[CH3:44])[NH2:41].C(=O)([O-])[O-].[Cs+].[Cs+]>O1CCOCC1.C1(P(C2C=CC=CC=2)C2C3OC4C(=CC=CC=4P(C4C=CC=CC=4)C4C=CC=CC=4)C(C)(C)C=3C=CC=2)C=CC=CC=1>[C:43]([O:42][C:40]([NH:41][C:2]1[CH:11]=[C:10]2[C:5]([CH:6]=[CH:7][C:8](=[O:39])[N:9]2[CH2:12][CH2:13][N:14]2[CH2:19][CH2:18][CH:17]([N:20]([CH2:28][C:29]3[N:34]=[CH:33][C:32]4[O:35][CH2:36][CH2:37][O:38][C:31]=4[CH:30]=3)[C:21](=[O:27])[O:22][C:23]([CH3:26])([CH3:25])[CH3:24])[CH2:16][CH2:15]2)=[N:4][CH:3]=1)=[O:47])([CH3:46])([CH3:45])[CH3:44] |f:2.3.4|. Procedure details: To a solution of 0.85 g of tert-butyl (1-(2-(7-bromo-2-oxo-1,5-naphthyridin-1(2H)-yl)ethyl)piperidin-4-yl)(2,3-dihydro(1,4)dioxino(2,3-c)pyridin-7-ylmethyl)carbamate in 5 mL of 1,4-dioxane, 0.20 g of tert-butyl carbamate, 0.69 g of cesium carbonate and 13 mg of tris(benzylideneacetone)dipalladium and 24 mg of 4,5-bis(diphenylphosphino)-9,9-dimethylxanthene were added, and the mixture was stirred at 90° C. for 38 hours under a nitrogen atmosphere. After cooling to room temperature, the insoluble ...